This data is from the Open Reaction Database (ORD), a public repository of structured organic reaction records. The task is: describe an organic reaction: reactants, conditions, products, and yield Starting materials: ClCCCCC(C1=CC=C(C=C1)F)C1=CC=C(C=C1)F (1,1'-(5-chloropentylidene)bis(4-fluorobenzene)), NC(=O)C1CN(CCN1)CC(=O)NC1=C(C=CC=C1Cl)Cl (3-(aminocarbonyl)-N-(2,6-dichlorophenyl)-1-piperazineacetamide), C([O-])([O-])=O.[Na+].[Na+] (sodium carbonate), [I-].[K+] (potassium iodide). Run in CC(CC(C)=O)C (4-methyl-2-pentanone). Yields the product O.Cl.Cl.NC(=O)C1CN(CCN1CCCC(C)(C1=CC=C(C=C1)F)C1=CC=C(C=C1)F)CC(=O)NC1=C(C=CC=C1Cl)Cl (3-(aminocarbonyl)-4-[4,4-bis(4-fluorophenyl)pentyl]-N-(2,6-dichlorophenyl)-1-piperazineacetamide dihydrochloride monohydrate). Reaction SMILES: [Cl:1]C[CH2:3][CH2:4][CH2:5][CH:6]([C:14]1[CH:19]=[CH:18][C:17]([F:20])=[CH:16][CH:15]=1)[C:7]1[CH:12]=[CH:11][C:10]([F:13])=[CH:9][CH:8]=1.[NH2:21][C:22]([CH:24]1[NH:29][CH2:28][CH2:27][N:26]([CH2:30][C:31]([NH:33][C:34]2[C:39]([Cl:40])=[CH:38][CH:37]=[CH:36][C:35]=2[Cl:41])=[O:32])[CH2:25]1)=[O:23].[C:42](=O)([O-])[O-].[Na+].[Na+].[I-].[K+]>CC(C)CC(=O)C>[OH2:23].[ClH:1].[ClH:40].[NH2:21][C:22]([CH:24]1[N:29]([CH2:3][CH2:4][CH2:5][C:6]([C:7]2[CH:8]=[CH:9][C:10]([F:13])=[CH:11][CH:12]=2)([C:14]2[CH:19]=[CH:18][C:17]([F:20])=[CH:16][CH:15]=2)[CH3:42])[CH2:28][CH2:27][N:26]([CH2:30][C:31]([NH:33][C:34]2[C:35]([Cl:41])=[CH:36][CH:37]=[CH:38][C:39]=2[Cl:40])=[O:32])[CH2:25]1)=[O:23] |f:2.3.4,5.6,8.9.10.11|. Procedure details: A mixture of 5 parts of 1,1'-(5-chloropentylidene)bis(4-fluorobenzene), 5 parts of 3-(aminocarbonyl)-N-(2,6-dichlorophenyl)-1-piperazineacetamide, 2.2 parts of sodium carbonate, 0.1 parts of potassium iodide and 120 parts of 4-methyl-2-pentanone was stirred and refluxed for 24 hours. The reaction mixture was cooled and purified by column-chromatography (2x) over silica gel using first a mixture of trichloromethane and methanol (95:5 by volume) and then a mixture of trichloromethane and methanol ... The reactants are C1COCCN1, O=C(O)c1ccc(OCc2c(-c3ccccn3)noc2CO)nc1. Yields the product O=C(c1ccc(OCc2c(-c3ccccn3)noc2CO)nc1)N1CCOCC1. Reaction SMILES: [CH2:25]1[CH2:26][O:27][CH2:28][CH2:29][NH:30]1.[OH:1][CH2:2][c:3]1[c:4]([CH2:14][O:15][c:16]2[n:17][cH:18][c:19]([C:20](=[O:21])[OH:22])[cH:23][cH:24]2)[c:5](-[c:8]2[n:9][cH:10][cH:11][cH:12][cH:13]2)[n:6][o:7]1>>[OH:1][CH2:2][c:3]1[c:4]([CH2:14][O:15][c:16]2[n:17][cH:18][c:19]([C:20](=[O:22])[N:30]3[CH2:25][CH2:26][O:27][CH2:28][CH2:29]3)[cH:23][cH:24]2)[c:5](-[c:8]2[n:9][cH:10][cH:11][cH:12][cH:13]2)[n:6][o:7]1.